This data is from the Open Reaction Database (ORD), a public repository of structured organic reaction records. The task is: describe an organic reaction: reactants, conditions, products, and yield Run at temperature 0 celsius, time 15 minute. The reactants are C(C)OC(CCN(C1(CCCC1)C(NO)=O)S(=O)(=O)C1=CC=C(C=C1)OC1=CC=C(C=C1)F)=O (3-[[4-(4-fluorophenoxy)benzenesulfonyl]-(1-hydroxycarbamoylcyclopentyl)amino]propionic acid ethyl ester), C1(=CC=CC=C1)C (toluene), O (water), [OH-].[Na+] (sodium hydroxide). Yields the product C(CC)(=O)O (propionic acid), C(C)OC(=O)CCN(C1(CCCC1)C(=O)O)S(=O)(=O)C1=CC=C(C=C1)OC1=CC=C(C=C1)F (1-{(2-ethoxycarbonylethyl)-[4-(4-fluorophenoxy)benzenesulfonyl]amino}cyclopentanecarboxylic acid). RXN SMILES: [CH2:1]([O:3][C:4](=[O:34])[CH2:5][CH2:6][N:7]([S:17]([C:20]1[CH:25]=[CH:24][C:23]([O:26][C:27]2[CH:32]=[CH:31][C:30]([F:33])=[CH:29][CH:28]=2)=[CH:22][CH:21]=1)(=[O:19])=[O:18])[C:8]1([C:13](=[O:16])NO)[CH2:12][CH2:11][CH2:10][CH2:9]1)[CH3:2].C1(C)C=CC=CC=1.[OH2:42].[OH-].[Na+]>ClCCl>[C:4]([OH:34])(=[O:3])[CH2:5][CH3:6].[CH2:1]([O:3][C:4]([CH2:5][CH2:6][N:7]([S:17]([C:20]1[CH:25]=[CH:24][C:23]([O:26][C:27]2[CH:32]=[CH:31][C:30]([F:33])=[CH:29][CH:28]=2)=[CH:22][CH:21]=1)(=[O:19])=[O:18])[C:8]1([C:13]([OH:42])=[O:16])[CH2:12][CH2:11][CH2:10][CH2:9]1)=[O:34])[CH3:2] |f:3.4|. Reported procedure: A solution of 7.48 g (15.1 mmol) of 3-[[4-(4-fluorophenoxy)benzenesulfonyl]-(1-hydroxycarbamoylcyclopentyl)amino]propionic acid ethyl ester in dichloromethane was concentrated by rotary evaporation with the addition of 75 mL of toluene. This solution was treated with 75 mL of water, cooled to 0° C., and treated with 6.05 g (151 mmol, 10 equivalents) of sodium hydroxide pellets over 10 minutes with vigorous stirring. This mixture was stirred for 15 minutes at 0° C. and warmed to ambient temperatu... The solvent is ClCCl (dichloromethane). Reactants: N#Cc1ccc(-n2nccc2B(O)O)cc1, O=C([O-])[O-], CC(C)(C)P(C(C)(C)C)C(C)(C)C, COCCOC, CCOC(C)=O, CNC(=O)c1cc(I)c(C)n(-c2cccc(C(F)(F)F)c2)c1=O, [Na+], [Na+], [Pd]. Product: CNC(=O)c1cc(-c2ccnn2-c2ccc(C#N)cc2)c(C)n(-c2cccc(C(F)(F)F)c2)c1=O. RXN SMILES: [C:24](#[N:25])[c:26]1[cH:27][cH:28][c:29](-[n:32]2[n:33][cH:34][cH:35][c:36]2[B:37]([OH:38])[OH:39])[cH:30][cH:31]1.[C:46](=[O:47])([O-:48])[O-:49].[C:58]([P:59]([C:60]([CH3:61])([CH3:62])[CH3:63])[C:64]([CH3:65])([CH3:66])[CH3:67])([CH3:68])([CH3:69])[CH3:70].[CH3:40][O:41][CH2:42][CH2:43][O:44][CH3:45].[CH3:52][CH2:53][O:54][C:55](=[O:56])[CH3:57].[I:1][c:2]1[cH:3][c:4]([C:20](=[O:21])[NH:22][CH3:23])[c:5](=[O:19])[n:6](-[c:9]2[cH:10][c:11]([C:15]([F:16])([F:17])[F:18])[cH:12][cH:13][cH:14]2)[c:7]1[CH3:8].[Na+:50].[Na+:51].[Pd:71]>>[c:2]1(-[c:36]2[n:32](-[c:29]3[cH:28][cH:27][c:26]([C:24]#[N:25])[cH:31][cH:30]3)[n:33][cH:34][cH:35]2)[cH:3][c:4]([C:20](=[O:21])[NH:22][CH3:23])[c:5](=[O:19])[n:6](-[c:9]2[cH:10][c:11]([C:15]([F:16])([F:17])[F:18])[cH:12][cH:13][cH:14]2)[c:7]1[CH3:8]. RXN SMILES: [Br:30][CH2:31][CH2:32][CH:33]([CH2:34][CH2:35][Br:36])[CH3:37].[CH2:38]([N:39]([CH:40]([CH3:41])[CH3:42])[CH:43]([CH3:44])[CH3:45])[CH3:46].[CH3:47][C:48]#[N:49].[NH2:1][CH:2]([CH3:3])[c:4]1[cH:5][c:6]2[c:11]([cH:12][cH:13]1)[CH2:10][CH:9]([NH:14][C:15]([c:16]1[cH:17][cH:18][c:19]([O:22][CH2:23][CH:24]3[O:25][CH2:26][CH2:27][CH2:28]3)[cH:20][cH:21]1)=[O:29])[CH2:8][CH2:7]2>>[N:1]1([CH:2]([CH3:3])[c:4]2[cH:5][c:6]3[c:11]([cH:12][cH:13]2)[CH2:10][CH:9]([NH:14][C:15]([c:16]2[cH:17][cH:18][c:19]([O:22][CH2:23][CH:24]4[O:25][CH2:26][CH2:27][CH2:28]4)[cH:20][cH:21]2)=[O:29])[CH2:8][CH2:7]3)[CH2:31][CH2:32][CH:33]([CH3:37])[CH2:34][CH2:35]1. The product is CC1CCN(C(C)c2ccc3c(c2)CCC(NC(=O)c2ccc(OCC4CCCO4)cc2)C3)CC1. The reactants are CC(CCBr)CCBr, CCN(C(C)C)C(C)C, CC#N, CC(N)c1ccc2c(c1)CCC(NC(=O)c1ccc(OCC3CCCO3)cc1)C2. RXN SMILES: [Br:35][CH2:36][c:37]1[c:38]([F:45])[cH:39][cH:40][c:41]([O:43][CH3:44])[cH:42]1.[C:1]([CH3:2])(=[O:3])[NH:4][c:5]1[cH:6][cH:7][c:8]([CH2:9][c:10]2[n:11][c:12]3[n:13]([CH2:29][CH2:30][CH2:31][CH3:32])[c:14](=[O:28])[nH:15][c:16](=[O:27])[c:17]3[n:18]2[CH2:19][O:20][C:21]([C:22]([CH3:23])([CH3:24])[CH3:25])=[O:26])[cH:33][cH:34]1.[CH3:57][C:58]#[N:59].[CH3:60][CH2:61][O:62][C:63](=[O:64])[CH3:65].[N:46]12[CH2:47][CH2:48][CH2:49][N:50]=[C:51]1[CH2:52][CH2:53][CH2:54][CH2:55][CH2:56]2>>[C:1]([CH3:2])(=[O:3])[NH:4][c:5]1[cH:6][cH:7][c:8]([CH2:9][c:10]2[n:11][c:12]3[n:13]([CH2:29][CH2:30][CH2:31][CH3:32])[c:14](=[O:28])[n:15]([CH2:36][c:37]4[c:38]([F:45])[cH:39][cH:40][c:41]([O:43][CH3:44])[cH:42]4)[c:16](=[O:27])[c:17]3[n:18]2[CH2:19][O:20][C:21]([C:22]([CH3:23])([CH3:24])[CH3:25])=[O:26])[cH:33][cH:34]1. The reactants are COc1ccc(F)c(CBr)c1, CCCCn1c(=O)[nH]c(=O)c2c1nc(Cc1ccc(NC(C)=O)cc1)n2COC(=O)C(C)(C)C, CC#N, CCOC(C)=O, C1CCC2=NCCCN2CC1. The product is CCCCn1c(=O)n(Cc2cc(OC)ccc2F)c(=O)c2c1nc(Cc1ccc(NC(C)=O)cc1)n2COC(=O)C(C)(C)C. Procedure details: The title compound was prepared by a method analogous to that described in Example 2 from (R)-3′-(5-bromothiophen-2-yl)spiro[1-azabicyclo[2.2.2]octan-3,5′-oxazolidin]-2′-one and furan-3-boronic acid. The title compound (45 mg) was obtained as a pale solid, m/z 347 (MH+). Starting materials: BrC1=CC=C(S1)N1C(O[C@@]2(C1)CN1CCC2CC1)=O ((R)-3′-(5-bromothiophen-2-yl)spiro[1-azabicyclo[2.2.2]octan-3,5′-oxazolidin]-2′-one), O1C=C(C=C1)B(O)O (furan-3-boronic acid). Yields the product O1C=C(C=C1)C1=CC=C(S1)N1C(O[C@@]2(C1)CN1CCC2CC1)=O ((R)-3′-[5-(Furan-3-yl)thiophen-2-yl]spiro[1-azabicyclo[2.2.2]octan-3,5′-oxazolidin]-2′-one). As a reaction SMILES: Br[C:2]1[S:6][C:5]([N:7]2[CH2:11][C@:10]3([CH:16]4[CH2:17][CH2:18][N:13]([CH2:14][CH2:15]4)[CH2:12]3)[O:9][C:8]2=[O:19])=[CH:4][CH:3]=1.[O:20]1[CH:24]=[CH:23][C:22](B(O)O)=[CH:21]1>>[O:20]1[CH:24]=[CH:23][C:22]([C:2]2[S:6][C:5]([N:7]3[CH2:11][C@:10]4([CH:16]5[CH2:17][CH2:18][N:13]([CH2:14][CH2:15]5)[CH2:12]4)[O:9][C:8]3=[O:19])=[CH:4][CH:3]=2)=[CH:21]1. The reactants are CSCCC(=O)O, CCN=C=NCCCN(C)C, CN(C)C=O, Cl, NC1(c2ccccc2Cl)CCC=CC1=O, Oc1cccc2[nH]nnc12. Yields the product CSCCC(=O)NC1(c2ccccc2Cl)CCC=CC1=O. As a reaction SMILES: [CH3:16][S:17][CH2:18][CH2:19][C:20](=[O:21])[OH:22].[CH3:34][N:35]([CH3:36])[CH2:37][CH2:38][CH2:39][N:40]=[C:41]=[N:42][CH2:43][CH3:44].[CH3:45][N:46]([CH3:47])[CH:48]=[O:49].[ClH:33].[NH2:1][C:2]1([c:9]2[c:10]([Cl:15])[cH:11][cH:12][cH:13][cH:14]2)[CH2:3][CH2:4][CH:5]=[CH:6][C:7]1=[O:8].[OH:23][c:24]1[c:25]2[n:26][n:27][nH:28][c:29]2[cH:30][cH:31][cH:32]1>>[NH:1]([C:2]1([c:9]2[c:10]([Cl:15])[cH:11][cH:12][cH:13][cH:14]2)[CH2:3][CH2:4][CH:5]=[CH:6][C:7]1=[O:8])[C:20]([CH2:19][CH2:18][S:17][CH3:16])=[O:21]. The reactants are CC(C)OC1=CC=C(OCC2=CC=C(CN3CCN(CC3)C(=O)OC(C)(C)C)C=C2)C=C1 (tert-butyl 4-(4-{[4-(propan-2-yloxy)phenoxy]methyl}benzyl)-piperazine-1-carboxylate), C(=O)(C(F)(F)F)O (TFA), [OH-].[Na+] (NaOH). The solvent is C(Cl)Cl (CH2Cl2). Conditions: time 8 hour. Product: CC(C)OC1=CC=C(OCC2=CC=C(CN3CCNCC3)C=C2)C=C1 (1-(4-{[4-(propan-2-yloxy)phenoxy]methyl}benzyl)piperazine). The yield is 136.8%. As a reaction SMILES: [CH3:1][CH:2]([O:4][C:5]1[CH:32]=[CH:31][C:8]([O:9][CH2:10][C:11]2[CH:30]=[CH:29][C:14]([CH2:15][N:16]3[CH2:21][CH2:20][N:19](C(OC(C)(C)C)=O)[CH2:18][CH2:17]3)=[CH:13][CH:12]=2)=[CH:7][CH:6]=1)[CH3:3].C(O)(C(F)(F)F)=O.[OH-].[Na+]>C(Cl)Cl>[CH3:3][CH:2]([O:4][C:5]1[CH:32]=[CH:31][C:8]([O:9][CH2:10][C:11]2[CH:30]=[CH:29][C:14]([CH2:15][N:16]3[CH2:21][CH2:20][NH:19][CH2:18][CH2:17]3)=[CH:13][CH:12]=2)=[CH:7][CH:6]=1)[CH3:1] |f:2.3|. Procedure: To a solution of tert-butyl 4-(4-{[4-(propan-2-yloxy)phenoxy]methyl}benzyl)-piperazine-1-carboxylate (5.42 g) in CH2Cl2 (41 mL) was added TFA (10 mL) at room temperature, then the reaction mixture was stirred for 8 hours. The reaction mixture was basified with 5 M aqueous NaOH, and extracted with CH2Cl2. The organic layer was washed with water and saturated aqueous NaCl, dried over anhydrous Na2SO4, and concentrated under reduced pressure to afford 1-(4-{[4-(propan-2-yloxy)phenoxy]methyl}benzyl)... The reactants are ClC1=C2C=CC(=NC2=NC=C1)CCC (5-Chloro-2-propyl-[1,8]naphthyridine), CC1=CC(=C(C=C1)C1=CC=CC=C1)N (4-Methyl-biphenyl-2-ylamine). Product: CC1=CC(=C(C=C1)C1=CC=CC=C1)NC1=CC=NC2=NC(=CC=C12)CCC ((4-Methyl-biphenyl-2-yl)-(7-propyl-[1,8]naphthyridin-4-yl)-amine). As a reaction SMILES: Cl[C:2]1[CH:11]=[CH:10][N:9]=[C:8]2[C:3]=1[CH:4]=[CH:5][C:6]([CH2:12][CH2:13][CH3:14])=[N:7]2.[CH3:15][C:16]1[CH:21]=[CH:20][C:19]([C:22]2[CH:27]=[CH:26][CH:25]=[CH:24][CH:23]=2)=[C:18]([NH2:28])[CH:17]=1>>[CH3:15][C:16]1[CH:21]=[CH:20][C:19]([C:22]2[CH:27]=[CH:26][CH:25]=[CH:24][CH:23]=2)=[C:18]([NH:28][C:2]2[C:3]3[C:8](=[N:7][C:6]([CH2:12][CH2:13][CH3:14])=[CH:5][CH:4]=3)[N:9]=[CH:10][CH:11]=2)[CH:17]=1. Procedure: The product from Example 2g (0.106 g, 0.49 mmol) was reacted with the product from Example 213b (0.088 g, 0.49 mmol) for 65 h following the procedure of Example 1g giving the crude title compound which was purified by HPLC with TFA providing the product as a trifluoroacetic acid salt (0.122 g, 52%). 1H NMR (300 MHz, DMSO-d6) ppm: 0.96 (t, J=7.35 Hz, 3H) 1.81 (d, J=7.72 Hz, 2H) 2.43 (s, 3H) 2.89-3.02 (m, 2H) 6.31 (d, J=6.99 Hz, 1H) 7.14-7.58 (m, 8H) 7.77 (d, J=8.46 Hz, 1H) 8.32 (d, J=7.35 Hz, 1H)... The reactants are [BH4-], CCO, CN1CCc2cc(C=O)sc2C(c2ccccc2)C1, [Na+]. The product is CN1CCc2cc(CO)sc2C(c2ccccc2)C1. As a reaction SMILES: [BH4-:1].[CH3:22][CH2:23][OH:24].[CH3:3][N:4]1[CH2:5][CH:6]([c:16]2[cH:17][cH:18][cH:19][cH:20][cH:21]2)[c:7]2[c:8]([cH:11][c:12]([CH:14]=[O:15])[s:13]2)[CH2:9][CH2:10]1.[Na+:2]>>[CH3:3][N:4]1[CH2:5][CH:6]([c:16]2[cH:17][cH:18][cH:19][cH:20][cH:21]2)[c:7]2[c:8]([cH:11][c:12]([CH2:14][OH:15])[s:13]2)[CH2:9][CH2:10]1. Reactants: CC(C)(C)[Si](C)(C)OC1CC(CI)CC1F, C1CCOC1, [Li]CCCC, COC1=NC(C(C)C)C(OC)=NC1. Yields the product COC1=NC(C(C)C)C(OC)=NC1CC1CC(F)C(O[Si](C)(C)C(C)(C)C)C1. Reaction SMILES: [C:19]([CH3:20])([CH3:21])([CH3:22])[Si:23]([CH3:24])([CH3:25])[O:26][CH:27]1[CH:28]([F:34])[CH2:29][CH:30]([CH2:32][I:33])[CH2:31]1.[CH2:35]1[O:36][CH2:37][CH2:38][CH2:39]1.[CH3:14][CH2:15][CH2:16][CH2:17][Li:18].[CH:1]([CH3:2])([CH3:3])[CH:4]1[N:5]=[C:6]([O:12][CH3:13])[CH2:7][N:8]=[C:9]1[O:10][CH3:11]>>[CH:1]([CH3:2])([CH3:3])[CH:4]1[N:5]=[C:6]([O:12][CH3:13])[CH:7]([CH2:32][CH:30]2[CH2:29][CH:28]([F:34])[CH:27]([O:26][Si:23]([C:19]([CH3:20])([CH3:21])[CH3:22])([CH3:24])[CH3:25])[CH2:31]2)[N:8]=[C:9]1[O:10][CH3:11].